This data is from the Open Reaction Database (ORD), a public repository of structured organic reaction records. The task is: describe an organic reaction: reactants, conditions, products, and yield Reactants: C1(=CC=CC=C1)COC(=O)N1CCC(CC1)C(=O)O (1-[(phenylmethoxy)carbonyl]piperidine-4-carboxylic acid). Solvent: C(CCC)O (1-butanol). The product is C(CCC)OC(=O)NC1CCN(CC1)C(=O)OCC1=CC=CC=C1 (4-[[(Butoxy)carbonyl]amino]piperidine-1-carboxylic acid, phenylmethyl ester). Reaction SMILES: [C:1]1([CH2:7][O:8][C:9]([N:11]2[CH2:16][CH2:15][CH:14](C(O)=O)[CH2:13][CH2:12]2)=[O:10])[CH:6]=[CH:5][CH:4]=[CH:3][CH:2]=1>C(O)CCC>[CH2:7]([O:8][C:9]([NH:11][CH:14]1[CH2:13][CH2:12][N:11]([C:9]([O:8][CH2:7][C:1]2[CH:2]=[CH:3][CH:4]=[CH:5][CH:6]=2)=[O:10])[CH2:16][CH2:15]1)=[O:10])[CH2:1][CH2:2][CH3:3]. Reported procedure: In a manner similar to that described in Preparation 6, 1-[(phenylmethoxy)carbonyl]piperidine-4-carboxylic acid and 1-butanol are reacted to give the title compound.